From a dataset of the Open Reaction Database (ORD), a public repository of structured organic reaction records. describe an organic reaction: reactants, conditions, products, and yield The reactants are O=C([O-])O, CCO, COc1ccc(Nc2cc(-c3nnc(CCc4cccc(F)c4)o3)ccc2[N+](=O)[O-])cc1, [Na+], C1CCOC1. Product: COc1ccc(Nc2cc(-c3nnc(CCc4cccc(F)c4)o3)ccc2N)cc1. RXN SMILES: [C:38](=[O:39])([O-:40])[OH:41].[CH3:43][CH2:44][OH:45].[F:1][c:2]1[cH:3][c:4]([CH2:8][CH2:9][c:10]2[n:11][n:12][c:13](-[c:15]3[cH:16][cH:17][c:18]([N+:30]([O-:31])=[O:32])[c:19]([NH:20][c:21]4[cH:22][cH:23][c:24]([O:27][CH3:28])[cH:25][cH:26]4)[cH:29]3)[o:14]2)[cH:5][cH:6][cH:7]1.[Na+:42].[O:33]1[CH2:34][CH2:35][CH2:36][CH2:37]1>>[F:1][c:2]1[cH:3][c:4]([CH2:8][CH2:9][c:10]2[n:11][n:12][c:13](-[c:15]3[cH:16][cH:17][c:18]([NH2:30])[c:19]([NH:20][c:21]4[cH:22][cH:23][c:24]([O:27][CH3:28])[cH:25][cH:26]4)[cH:29]3)[o:14]2)[cH:5][cH:6][cH:7]1. Starting materials: II (iodine), BrC1=C2C(=NC=C1)N(C=C2)S(=O)(=O)C2=CC=C(C)C=C2 (4-bromo-1-tosyl-1H-pyrrolo[2,3-b]pyridine), C(C)(C)[N-]C(C)C.[Li+] (lithium diisopropylamide), CCCCCCC.O1CCCC1.C(C)C1=CC=CC=C1 (heptane tetrahydrofuran ethylbenzene). Run in O1CCCC1 (tetrahydrofuran), O1CCCC1 (tetrahydrofuran). Reaction conditions: temperature -78 celsius, time 1 hour. Yields the product BrC1=C2C(=NC=C1)N(C(=C2)I)S(=O)(=O)C2=CC=C(C)C=C2 (4-bromo-2-iodo-1-tosyl-1H-pyrrolo[2,3-b]pyridine). RXN SMILES: [Br:1][C:2]1[CH:7]=[CH:6][N:5]=[C:4]2[N:8]([S:11]([C:14]3[CH:20]=[CH:19][C:17]([CH3:18])=[CH:16][CH:15]=3)(=[O:13])=[O:12])[CH:9]=[CH:10][C:3]=12.C([N-]C(C)C)(C)C.[Li+].CCCCCCC.O1CCCC1.C(C1C=CC=CC=1)C.[I:49]I>O1CCCC1>[Br:1][C:2]1[CH:7]=[CH:6][N:5]=[C:4]2[N:8]([S:11]([C:14]3[CH:20]=[CH:19][C:17]([CH3:18])=[CH:16][CH:15]=3)(=[O:13])=[O:12])[C:9]([I:49])=[CH:10][C:3]=12 |f:1.2,3.4.5|. Procedure: To a solution of Example 369A (25 g, 71.2 mmol) in tetrahydrofuran (600 mL) at −78° C. was slowly added 2M lithium diisopropylamide in heptane/tetrahydrofuran/ethylbenzene (39.1 mL, 78 mmol) and the mixture was stirred at −78° C. for 1 hour. A solution of iodine (19.87 g, 78 mmol) in tetrahydrofuran (100 mL) was added slowly and the reaction was allowed to warm to room temperature gradually. The reaction mixture was stirred at room temperature for 3 hours and was quenched with saturated aqueous ... Starting materials: C1(=CC=CC=C1)O (phenol), S(O)(O)(=O)=O (sulfuric acid), C1=CC=C(C(=C1)O)S(=O)(=O)C2=CC=C(C=C2)O (2,4'-dihydroxydiphenylsulfone), [OH-].[Na+] (sodium hydroxide). Solvent: O (water), ClC1=C(C=CC=C1)Cl (o-dichlorobenzene), ClC1=C(C=CC=C1)Cl (o-dichlorobenzene), O (water). The product is C1=CC(=CC=C1O)S(=O)(=O)C2=CC=C(C=C2)O (4,4'-dihydroxydiphenylsulfone). Yield: 91.2%. RXN SMILES: [C:1]1([OH:7])[CH:6]=[CH:5][CH:4]=[CH:3][CH:2]=1.S(=O)(=O)(O)O.C1C=C(O)C([S:20]([C:23]2[CH:28]=[CH:27][C:26]([OH:29])=[CH:25][CH:24]=2)(=[O:22])=[O:21])=CC=1.[OH-].[Na+]>O.ClC1C=CC=CC=1Cl>[CH:6]1[C:1]([OH:7])=[CH:2][CH:3]=[C:4]([S:20]([C:23]2[CH:28]=[CH:27][C:26]([OH:29])=[CH:25][CH:24]=2)(=[O:22])=[O:21])[CH:5]=1 |f:3.4|. Reported procedure: A mixture of 290 g (3.09 moles) of phenol, 146 g of 98% sulfuric acid and 150 g of o-dichlorobenzene is heated with stirring. When the temperature of the reaction system reaches about 150° C., the mixture begins to boil, giving off an azeotropic mixture of water and o-dichlorobenzene, which is condensed and separated into two phases, i.e., water and o-dichlorobenzene. The o-dichlorobenzene is continuously returned to the reaction mixture. With continuous heating, when the amount of the aqueous p... Starting materials: C(C)OC(C(CC(\C=C\C1=C(C(=C(C=C1)Cl)OC)F)=O)=O)=O ((E)-6-(4-Chloro-2-fluoro-3-methoxyphenyl)-2,4-dioxo-hex-5-enoic acid ethyl ester), C(C)(=O)[O-].[NH4+] (ammonium acetate). Solvent: CCO (EtOH). Yields the product C(C)OC(/C(=C/C(\C=C\C1=C(C(=C(C=C1)Cl)OC)F)=O)/N)=O ((2Z,5E)-2-amino-6-(4-chloro-2-fluoro-3-methoxyphenyl)-4-oxo-hexa-2,5-dienoic acid ethyl ester). The yield is 102.2%. Reaction SMILES: [CH2:1]([O:3][C:4](=[O:22])[C:5](=O)[CH2:6][C:7](=[O:20])/[CH:8]=[CH:9]/[C:10]1[CH:15]=[CH:14][C:13]([Cl:16])=[C:12]([O:17][CH3:18])[C:11]=1[F:19])[CH3:2].C([O-])(=O)C.[NH4+:27]>CCO>[CH2:1]([O:3][C:4](=[O:22])/[C:5](/[NH2:27])=[CH:6]/[C:7](=[O:20])/[CH:8]=[CH:9]/[C:10]1[CH:15]=[CH:14][C:13]([Cl:16])=[C:12]([O:17][CH3:18])[C:11]=1[F:19])[CH3:2] |f:1.2|. Reported procedure: Using the procedure of Example 4, (E)-6-(4-chloro-2-fluoro-3-methoxyphenyl)-2,4-dioxo-hex-5-enoic acid ethyl ester (5; 37.8 g, 0.115 mol) and ammonium acetate (15.4 g, 0.2 mol) were allowed to react in EtOH (200 mL) to yield (2Z,5E)-2-amino-6-(4-chloro-2-fluoro-3-methoxyphenyl)-4-oxo-hexa-2,5-dienoic acid ethyl ester (10; 38.5 g, 92%, 90% pure by 1H NMR spectroscopy) as a dark orange solid. Treatment with silica gel (50 g) followed by eluting with 40% EtOAc/hexanes (400 mL) gave a yellow solid (...